This data is from the Open Reaction Database (ORD), a public repository of structured organic reaction records. The task is: describe an organic reaction: reactants, conditions, products, and yield The reactants are O=C1CC(CCC1)C(=O)O (3-oxocyclohexane carboxylic acid), C(CCl)Cl (EDC), C(C1=CC=CC=C1)O (BnOH). Reagents/catalysts: CN(C)C=1C=CN=CC1 (DMAP). Run in C(Cl)Cl (CH2Cl2), C(Cl)Cl (CH2Cl2). Product: O=C1CC(CCC1)C(=O)OCC1=CC=CC=C1 (Benzyl 3-oxocyclohexanecarboxylate). Reaction SMILES: [O:1]=[C:2]1[CH2:7][CH2:6][CH2:5][CH:4]([C:8]([OH:10])=[O:9])[CH2:3]1.C(Cl)CCl.[CH2:15](O)[C:16]1[CH:21]=[CH:20][CH:19]=[CH:18][CH:17]=1>C(Cl)Cl.CN(C1C=CN=CC=1)C>[O:1]=[C:2]1[CH2:7][CH2:6][CH2:5][CH:4]([C:8]([O:10][CH2:15][C:16]2[CH:21]=[CH:20][CH:19]=[CH:18][CH:17]=2)=[O:9])[CH2:3]1. Procedure: To a solution of 3-oxocyclohexane carboxylic acid (1.5 g, 10.6 mmol) in CH2Cl2 (35 mL) were added DMAP (0.129 g, 1.06 mmol), EDC (4.05 g, 21.1 mmol), and BnOH (1.2 mL, 11.6 mmol). The reaction was maintained at ambient temperature for 1 h. The reaction was further diluted with CH2Cl2, and then washed with saturated aqueous NaHCO3, followed by brine. The organic layer was separated, dried with MgSO4, filtered, and concentrated. The resulting crude product was used in the next step without further... The reactants are C(C)(C)(C)OC(=O)N1[C@@H](CC(C1)=NOC)C(=O)O ((2S,4EZ)-1-(tert-butoxycarbonyl)-4-(methoxyimino)-2-pyrrolidinecarboxylic acid), N1=C(C=CC=C1)C1=CC=C(C(=O)O)C=C1 (4-(2-pyridinyl)benzoic acid), NC[C@H](O)C1=CC=CC=C1 ((1R)-2-amino-1-phenylethanol). Yields the product O[C@@H](CNC(=O)[C@H]1N(CC(C1)=NOC)C(C1=CC=C(C=C1)C1=NC=CC=C1)=O)C1=CC=CC=C1 ((2S,4EZ)-N-[(2R)-2-hydroxy-2-phenylethyl]-4-(methoxyimino)-1-[4-(2-pyridinyl)benzoyl]-2-pyrrolidinecarboxamide). RXN SMILES: C(O[C:6]([N:8]1[CH2:12][C:11](=[N:13][O:14][CH3:15])[CH2:10][C@H:9]1[C:16]([OH:18])=O)=[O:7])(C)(C)C.[N:19]1[CH:24]=[CH:23][CH:22]=[CH:21][C:20]=1[C:25]1[CH:33]=[CH:32][C:28](C(O)=O)=[CH:27][CH:26]=1.[NH2:34][CH2:35][C@@H:36]([C:38]1[CH:43]=[CH:42][CH:41]=[CH:40][CH:39]=1)[OH:37]>>[OH:37][C@H:36]([C:38]1[CH:43]=[CH:42][CH:41]=[CH:40][CH:39]=1)[CH2:35][NH:34][C:16]([C@@H:9]1[CH2:10][C:11](=[N:13][O:14][CH3:15])[CH2:12][N:8]1[C:6](=[O:7])[C:28]1[CH:27]=[CH:26][C:25]([C:20]2[CH:21]=[CH:22][CH:23]=[CH:24][N:19]=2)=[CH:33][CH:32]=1)=[O:18]. Procedure details: Following the general method as outlined in Example 22, starting from (2S,4EZ)-1-(tert-butoxycarbonyl)-4-(methoxyimino)-2-pyrrolidinecarboxylic acid, 4-(2-pyridinyl)benzoic acid, and (1R)-2-amino-1-phenylethanol, the title compound was obtained in 65% purity by HPLC. MS(ESI+): m/z=459. Starting materials: CC1CCCN1C1CC(c2nc3ccc(Br)cc3s2)C1, COc1ncc(B(O)O)cn1, OB(O)c1cncnc1. Product: COc1ncc(-c2ccc3nc(C4CC(N5CCCC5C)C4)sc3c2)cn1. As a reaction SMILES: [Br:1][c:2]1[cH:3][c:4]2[c:5]([n:6][c:7]([CH:9]3[CH2:10][CH:11]([N:13]4[CH:14]([CH3:18])[CH2:15][CH2:16][CH2:17]4)[CH2:12]3)[s:8]2)[cH:19][cH:20]1.[CH3:21][O:22][c:23]1[n:24][cH:25][c:26]([B:29]([OH:30])[OH:31])[cH:27][n:28]1.[n:32]1[cH:33][c:34]([B:35]([OH:36])[OH:37])[cH:38][n:39][cH:40]1>>[c:2]1(-[c:26]2[cH:25][n:24][c:23]([O:22][CH3:21])[n:28][cH:27]2)[cH:3][c:4]2[c:5]([n:6][c:7]([CH:9]3[CH2:10][CH:11]([N:13]4[CH:14]([CH3:18])[CH2:15][CH2:16][CH2:17]4)[CH2:12]3)[s:8]2)[cH:19][cH:20]1.